This data is from the Open Reaction Database (ORD), a public repository of structured organic reaction records. The task is: describe an organic reaction: reactants, conditions, products, and yield The reactants are I(=O)(=O)(=O)[O-].[Na+] (sodium periodate), COC(C1=CC(=C(C=C1)[N+](=O)[O-])C)=O (3-methyl4-nitro-benzoic acid methyl ester), COC(N(C)C)OC (N,N-dimethylformamide dimethyl acetal), I(=O)(=O)(=O)[O-].[Na+] (sodium periodate). Solvent: O (water), C1CCOC1 (THF). Conditions: time 1 hour. The product is COC(C1=CC(=C(C=C1)[N+](=O)[O-])C=O)=O (3-formyl-4-nitro-benzoic acid methyl ester). As a reaction SMILES: [CH3:1][O:2][C:3](=[O:14])[C:4]1[CH:9]=[CH:8][C:7]([N+:10]([O-:12])=[O:11])=[C:6]([CH3:13])[CH:5]=1.C[O:16]C(OC)N(C)C.I([O-])(=O)(=O)=O.[Na+]>C1COCC1.O>[CH3:1][O:2][C:3](=[O:14])[C:4]1[CH:9]=[CH:8][C:7]([N+:10]([O-:12])=[O:11])=[C:6]([CH:13]=[O:16])[CH:5]=1 |f:2.3|. Procedure: A solution of 3-methyl4-nitro-benzoic acid methyl ester (24.99 g, 128.1 mmol) and N,N-dimethylformamide dimethyl acetal (40.0 mL, 300 mmol) was heated at 140° C. for 22.5 h. After cooling to rt, the reaction mixture was concentrated and the residue was crystallized from MeOH to give a purple solid. This solid was dissolved in THF (500 mL) and water (500 mL), and sodium periodate (62.62 g, 292.8 mmol) was added followed by additional sodium periodate (15.6 g, 72.9 mmol) two hours later. After sti... Reactants: C(C)(=O)OC(C)=O (acetic anhydride), FC(C(=O)C(F)(F)F)(F)F (hexafluoroacetone), FC(C(=O)C(F)(F)F)(F)F (hexafluoroacetone). The product is FC(C(=O)C(F)(F)F)(F)F (hexafluoroacetone), intermediate, C(C)(=O)F (acetic fluoride). Reaction SMILES: [F:1][C:2]([F:10])([F:9])[C:3]([C:5]([F:8])([F:7])[F:6])=[O:4].[C:11]([O:14]C(=O)C)(=O)[CH3:12]>>[F:1][C:2]([F:10])([F:9])[C:3]([C:5]([F:8])([F:7])[F:6])=[O:4].[C:11]([F:1])(=[O:14])[CH3:12]. Reported procedure: A difficultly separable hexafluoroacetone-HF complex mixture containing about 1.01 g-moles hexafluoroacetone and 1.54 g-moles HF was contacted with 2.22 g-moles acetic anhydride at 100 psig. The temperature of the mixture rose from 20° to 31° C within a few minutes. A 411.0 g portion of this mixture was then fractionated at atmospheric pressure using a Freon 11/dry ice cooling bath and a 271/2 inch × 7/16 inch column packed with Helipak Monel. A 135.7 g hexafluoroacetone fraction, an 80.4 g inte... Reactants: Cc1cc(NC(=O)OC(C)(C)C)c(NC(=O)CC(=O)c2cccc(-n3cccn3)c2)cc1C(F)(F)F, ClCCl, O=C(O)C(F)(F)F. Yields the product Cc1cc2c(cc1C(F)(F)F)NC(=O)CC(c1cccc(-n3cccn3)c1)=N2. As a reaction SMILES: [C:1]([O:2][C:3](=[O:4])[NH:7][c:8]1[c:9]([NH:19][C:20]([CH2:21][C:22](=[O:5])[c:23]2[cH:24][c:25](-[n:29]3[n:30][cH:31][cH:32][cH:33]3)[cH:26][cH:27][cH:28]2)=[O:35])[cH:10][c:11]([C:15]([F:16])([F:17])[F:18])[c:12]([CH3:14])[cH:13]1)([CH3:6])([CH3:34])[CH3:36].[Cl:44][CH2:45][Cl:46].[F:37][C:38]([F:39])([F:40])[C:41]([OH:42])=[O:43]>>[N:7]1=[C:22]([c:23]2[cH:24][c:25](-[n:29]3[n:30][cH:31][cH:32][cH:33]3)[cH:26][cH:27][cH:28]2)[CH2:21][C:20](=[O:35])[NH:19][c:9]2[c:8]1[cH:13][c:12]([CH3:14])[c:11]([C:15]([F:16])([F:17])[F:18])[cH:10]2. Starting materials: C(C)(=O)OC1=C(C=CC=C1)C(NC=1SC(=CN1)S(=O)(=O)C)=O (2-(5-(methylsulfonyl)thiazol-2-ylcarbamoyl)phenyl acetate), Cl (HCl). Solvent: C1CCOC1 (THF). Conditions: time 1 hour. The product is OC1=C(C(=O)NC=2SC(=CN2)S(=O)(=O)C)C=CC=C1 (2-hydroxy-N-(5-(methylsulfonyl)thiazol-2-yl)benzamide). Isolated yield 95.1%. Reaction SMILES: C([O:4][C:5]1[CH:10]=[CH:9][CH:8]=[CH:7][C:6]=1[C:11](=[O:22])[NH:12][C:13]1[S:14][C:15]([S:18]([CH3:21])(=[O:20])=[O:19])=[CH:16][N:17]=1)(=O)C.Cl>C1COCC1>[OH:4][C:5]1[CH:10]=[CH:9][CH:8]=[CH:7][C:6]=1[C:11]([NH:12][C:13]1[S:14][C:15]([S:18]([CH3:21])(=[O:20])=[O:19])=[CH:16][N:17]=1)=[O:22]. Procedure details: A solution of 7 (1.0 g, 2.94 mmol, 1.0 eq) dissolved in THF (20 mL) was added under stirring to 2M HCl (100 mL). The reaction was refluxed for one hour and allowed to cool under stirring over one hour. The product was filtered using a sintered glass funnel, washed with distilled water and THF and dried in high vacuum to afford 834 mg (95%) of 6 as a colorless solid.